This data is from the Open Reaction Database (ORD), a public repository of structured organic reaction records. The task is: describe an organic reaction: reactants, conditions, products, and yield The reactants are CC1=C(OC2=CC=C(C=C2)C2CNCCO2)C=CC=C1C (2-[4-(2,3-dimethyl-phenoxy)-phenyl]-morpholine), C(=O)([O-])[O-].[K+].[K+] (K2CO3), C(C)(C)(C)OC(CCCBr)=O (4-bromo-butyric acid tert-butyl ester). The solvent is CC#N (CH3CN). Yields the product C(C)(C)(C)OC(CCCN1CC(OCC1)C1=CC=C(C=C1)OC1=C(C(=CC=C1)C)C)=O (4-{2-[4-(2,3-dimethyl-phenoxy)-phenyl]morpholin-4-yl}-butyric acid tert-butyl ester). Yield: 74.4%. As a reaction SMILES: [CH3:1][C:2]1[C:20]([CH3:21])=[CH:19][CH:18]=[CH:17][C:3]=1[O:4][C:5]1[CH:10]=[CH:9][C:8]([CH:11]2[O:16][CH2:15][CH2:14][NH:13][CH2:12]2)=[CH:7][CH:6]=1.C([O-])([O-])=O.[K+].[K+].[C:28]([O:32][C:33](=[O:38])[CH2:34][CH2:35][CH2:36]Br)([CH3:31])([CH3:30])[CH3:29]>CC#N>[C:28]([O:32][C:33](=[O:38])[CH2:34][CH2:35][CH2:36][N:13]1[CH2:14][CH2:15][O:16][CH:11]([C:8]2[CH:7]=[CH:6][C:5]([O:4][C:3]3[CH:17]=[CH:18][CH:19]=[C:20]([CH3:21])[C:2]=3[CH3:1])=[CH:10][CH:9]=2)[CH2:12]1)([CH3:31])([CH3:30])[CH3:29] |f:1.2.3|. Procedure details: A mixture of 2-[4-(2,3-dimethyl-phenoxy)-phenyl]-morpholine (0.40 g; 1.2 mmol), K2CO3 (0.49 g; 3.6 mmol), KI (0.22 g; 1.31 mmol), 4-bromo-butyric acid tert-butyl ester (0.32 g; 1.43 mmol), and CH3CN (30 mL), was heated under reflux, overnight. After cooling to RT the mixture was concentrated in vacuo, and the residue was purified by column chromatography (SiO2, Et2O/hexanes 1:1) to afford 4-{2-[4-(2,3-dimethyl-phenoxy)-phenyl]morpholin-4-yl}-butyric acid tert-butyl ester (0.38 g). Reactants: S(=O)(=O)(OC)OC (Dimethyl sulphate), SC1=NC=C(C(N1)=O)CCOC1=CC(=CC=C1)COC (2-mercapto-5-[2-[3-(methoxymethyl)phenoxy]ethyl]-4(3H)-pyrimidinone). The solvent is O (water), [OH-].[K+] (potassium hydroxide). Run at time 1 hour. The product is COCC=1C=C(OCCC=2C(NC(=NC2)SC)=O)C=CC1 (5-[2-[3-(Methoxymethyl)phenoxy]ethyl]-2-(methylthio)-4(3H)-pyrimidinone). Isolated yield 86.2%. As a reaction SMILES: S(OC)(O[CH3:5])(=O)=O.[SH:8][C:9]1[NH:14][C:13](=[O:15])[C:12]([CH2:16][CH2:17][O:18][C:19]2[CH:24]=[CH:23][CH:22]=[C:21]([CH2:25][O:26][CH3:27])[CH:20]=2)=[CH:11][N:10]=1>O.[OH-].[K+]>[CH3:27][O:26][CH2:25][C:21]1[CH:20]=[C:19]([CH:24]=[CH:23][CH:22]=1)[O:18][CH2:17][CH2:16][C:12]1[C:13](=[O:15])[NH:14][C:9]([S:8][CH3:5])=[N:10][CH:11]=1 |f:3.4|. Procedure: Dimethyl sulphate (0.363 g) was added to a stirred solution of 2-mercapto-5-[2-[3-(methoxymethyl)phenoxy]ethyl]-4(3H)-pyrimidinone (0.85 g) in water (20 ml) and potassium hydroxide (0.163 g). After 1 h., the suspension was filtered to give the title compound (0.76 g) m.p. 129°-131°. The product is ClC1=C(CN(C2=C1N=CC=1N2CN(C1)OC(F)F)CCC)C (4-chloro-8-difluoromethoxy-3-methyl-1-propyl-imidazo[1,5-a]pyrido[3,2-e]pyrazine). Procedure details: 5.51 g (0.02 mol) 4-chloro-3-methyl-1-propyl-9H-imidazo[1,5-a]pyrido[3,2-e]pyrazin-8-ol (Intermediate A25) and 2 g (0.05 mol) sodium hydroxide were dissolved in 20 ml dimethylformamide. After 10 min stirring 2.53 ml (0.03 mol) chlorodifluoroacetic acid was added dropwise. The mixture was heated 5 h at 150° C. bath temperature with stirring. After cooling the product was extracted with ethyl acetate (200 ml, 300 ml), the combined organic phases were washed with water (2×100 ml), the organic phase... RXN SMILES: [Cl:1][C:2]1[C:7]2[N:8]=[CH:9][C:10]3[N:11]([CH2:12][N:13]([OH:15])[CH:14]=3)[C:6]=2[N:5]([CH2:16][CH2:17][CH3:18])[CH2:4][C:3]=1[CH3:19].[OH-].[Na+].Cl[C:23]([F:28])([F:27])C(O)=O>CN(C)C=O>[Cl:1][C:2]1[C:7]2[N:8]=[CH:9][C:10]3[N:11]([CH2:12][N:13]([O:15][CH:23]([F:28])[F:27])[CH:14]=3)[C:6]=2[N:5]([CH2:16][CH2:17][CH3:18])[CH2:4][C:3]=1[CH3:19] |f:1.2|. Starting materials: ClC1=C(CN(C2=C1N=CC=1N2CN(C1)O)CCC)C (4-chloro-3-methyl-1-propyl-9H-imidazo[1,5-a]pyrido[3,2-e]pyrazin-8-ol), [OH-].[Na+] (sodium hydroxide), ClC(C(=O)O)(F)F (chlorodifluoroacetic acid). Conditions: temperature 150 celsius. Run in CN(C=O)C (dimethylformamide). The reactants are 49.2, COC1=C(C=C(C=C1)C)N (2-methoxy-5-methylbenzenamine), CC1=CC=CC=C1 (methylbenzene), ClCC(=O)Cl (2-chloroacetyl chloride). Solvent: O (water). Run at time 1.5 hour. Yields the product 28.2, ClCC(=O)NC1=C(C=CC(=C1)C)OC (2-chloro-N-(2-methoxy-5-methylphenyl)acetamide). The yield is 66.0%. RXN SMILES: [CH3:1][O:2][C:3]1[CH:8]=[CH:7][C:6]([CH3:9])=[CH:5][C:4]=1[NH2:10].CC1C=CC=CC=1.[Cl:18][CH2:19][C:20](Cl)=[O:21]>O>[Cl:18][CH2:19][C:20]([NH:10][C:4]1[CH:5]=[C:6]([CH3:9])[CH:7]=[CH:8][C:3]=1[O:2][CH3:1])=[O:21]. Reported procedure: To a stirred solution of 49.2 parts of 2-methoxy-5-methylbenzenamine and 270 parts of methylbenzene were added dropwise 22.5 parts of 2-chloroacetyl chloride while cooling (ice-bath) at 10°-20° C. Upon completion, stirring was continued for 1.50 hours at room temperature. 200 Parts of water were added. The organic phase was separated, washed with water, dried, filtered and evaporated. The oily residue was crystallized from 2,2'-oxybispropane. The product was filtered off and dried, yielding 28.2...